This data is from the Open Reaction Database (ORD), a public repository of structured organic reaction records. The task is: describe an organic reaction: reactants, conditions, products, and yield Reactants: COC=1C=C(C=CC1OC)CCN(C(C(F)(F)F)=O)C (N-[2-(3,4-dimethoxyphenyl)ethyl]-N-methyltrifluoroacetamide). Run in [OH-].[Na+] (sodium hydroxide), CO (methanol). Reaction conditions: temperature 60 celsius, time 1 hour. Yields the product COC=1C=C(C=CC1OC)CCNC (3,4-Dimethoxy-N-methylbenzeneethanamine). As a reaction SMILES: [CH3:1][O:2][C:3]1[CH:4]=[C:5]([CH2:11][CH2:12][N:13](C)[C:14](=O)C(F)(F)F)[CH:6]=[CH:7][C:8]=1[O:9][CH3:10]>[OH-].[Na+].CO>[CH3:1][O:2][C:3]1[CH:4]=[C:5]([CH2:11][CH2:12][NH:13][CH3:14])[CH:6]=[CH:7][C:8]=1[O:9][CH3:10] |f:1.2|. Procedure details: Dissolve 16.5 g (57 mmol) of N-[2-(3,4-dimethoxyphenyl)ethyl]-N-methyltrifluoroacetamide in a solution of 100 mL of 4N sodium hydroxide and 100 mL of methanol. Heat mixture at 60° C. for 1 h. After 1 h, cool reaction mixture to room temperature and extract with 2×200 mL of methylene chloride. Wash the combined organic extracts with saturated sodium chloride solution and dry over anhydrous sodium sulfate. Filter the drying agent and remove the solvent in vacuo to provide the crude title compound.... Reactants: C[C@H]1[C@H](N(CCC1)C(=O)C1=C(C=CC(=C1)C)C=1C=NN(C1)C)CNC1=NC=C(C=C1)C(F)(F)F (((2S,3R)-3-methyl-2-(((5-(trifluoromethyl)pyridin-2-yl)amino)methyl)piperidin-1-yl)(5-methyl-2-(1-methyl-1H-pyrazol-4-yl)phenyl)methanone), NC[C@H]1N(CCC[C@H]1C)C(=O)C1=C(C=CC(=C1)C)N1N=C(N=C1)C (((2S,3R)-2-(aminomethyl)-3-methylpiperidin-1-yl)(5-methyl-2-(3-methyl-1H-1,2,4-triazol-1-yl)phenyl)methanone), ClC1=NC=C(C#N)C=C1 (6-chloronicotinonitrile). Yields the product C[C@H]1[C@H](N(CCC1)C(C1=C(C=CC(=C1)C)N1N=C(N=C1)C)=O)CNC1=NC=C(C#N)C=C1 (6-((((2S,3R)-3-Methyl-1-(5-methyl-2-(3-methyl-1H-1,2,4-triazol-1-yl)benzoyl)piperidin-2-yl)methyl)amino)nicotinonitrile). RXN SMILES: C[C@@H]1CCCN(C(C2C=C(C)C=CC=2C2C=NN(C)C=2)=O)[C@@H]1CNC1C=CC(C(F)(F)F)=CN=1.[NH2:35][CH2:36][C@@H:37]1[C@H:42]([CH3:43])[CH2:41][CH2:40][CH2:39][N:38]1[C:44]([C:46]1[CH:51]=[C:50]([CH3:52])[CH:49]=[CH:48][C:47]=1[N:53]1[CH:57]=[N:56][C:55]([CH3:58])=[N:54]1)=[O:45].Cl[C:60]1[CH:67]=[CH:66][C:63]([C:64]#[N:65])=[CH:62][N:61]=1>>[CH3:43][C@@H:42]1[CH2:41][CH2:40][CH2:39][N:38]([C:44](=[O:45])[C:46]2[CH:51]=[C:50]([CH3:52])[CH:49]=[CH:48][C:47]=2[N:53]2[CH:57]=[N:56][C:55]([CH3:58])=[N:54]2)[C@@H:37]1[CH2:36][NH:35][C:60]1[CH:67]=[CH:66][C:63]([C:64]#[N:65])=[CH:62][N:61]=1. Procedure details: The title compound was synthesized following the same general protocol as described for ((2S,3R)-3-methyl-2-(((5-(trifluoromethyl)pyridin-2-yl)amino)methyl)piperidin-1-yl)(5-methyl-2-(1-methyl-1H-pyrazol-4-yl)phenyl)methanone in Example A1, using ((2S,3R)-2-(aminomethyl)-3-methylpiperidin-1-yl)(5-methyl-2-(3-methyl-1H-1,2,4-triazol-1-yl)phenyl)methanone and 6-chloronicotinonitrile. ESI-MS (m/z): 430 [M+1]+. Reactants: COC(=O)CS, COc1ccc(C(O)c2ccc(OC)cc2)cc1, CCOC(C)=O. The product is COC(=O)CSC(c1ccc(OC)cc1)c1ccc(OC)cc1. Reaction SMILES: [C:19]([CH2:20][SH:21])(=[O:22])[O:23][CH3:24].[CH3:1][O:2][c:3]1[cH:4][cH:5][c:6]([CH:7]([c:8]2[cH:9][cH:10][c:11]([O:14][CH3:15])[cH:12][cH:13]2)[OH:16])[cH:17][cH:18]1.[CH3:25][CH2:26][O:27][C:28](=[O:29])[CH3:30]>>[CH3:1][O:2][c:3]1[cH:4][cH:5][c:6]([CH:7]([c:8]2[cH:9][cH:10][c:11]([O:14][CH3:15])[cH:12][cH:13]2)[S:21][CH2:20][C:19](=[O:22])[O:23][CH3:24])[cH:17][cH:18]1. The reactants are FC=1C(=NC=CC1SC1=CN=C(S1)NC1=NC=CC(=C1)C)C(=O)NCC1(CCNCC1)C1=CC=CC=C1 (3-Fluoro-4-(2-(4-methylpyridin-2-ylamino)thiazol-5-ylthio)-N-((4-phenylpiperidin-4-yl)methyl)picolinamide), ClC(=O)OCCOC (2-methoxyethyl chloroformate). Yields the product FC=1C(=NC=CC1SC1=CN=C(S1)NC1=NC=CC(=C1)C)C(=O)NCC1(CCN(CC1)C(=O)OCCOC)C1=CC=CC=C1 (2-Methoxyethyl 4-((3-fluoro-4-(2-(4-methylpyridin-2-ylamino)thiazol-5-ylthio)picolinamido)methyl)-4-phenylpiperidine-1-carboxylate). RXN SMILES: [F:1][C:2]1[C:3]([C:22]([NH:24][CH2:25][C:26]2([C:32]3[CH:37]=[CH:36][CH:35]=[CH:34][CH:33]=3)[CH2:31][CH2:30][NH:29][CH2:28][CH2:27]2)=[O:23])=[N:4][CH:5]=[CH:6][C:7]=1[S:8][C:9]1[S:13][C:12]([NH:14][C:15]2[CH:20]=[C:19]([CH3:21])[CH:18]=[CH:17][N:16]=2)=[N:11][CH:10]=1.Cl[C:39]([O:41][CH2:42][CH2:43][O:44][CH3:45])=[O:40]>>[F:1][C:2]1[C:3]([C:22]([NH:24][CH2:25][C:26]2([C:32]3[CH:33]=[CH:34][CH:35]=[CH:36][CH:37]=3)[CH2:27][CH2:28][N:29]([C:39]([O:41][CH2:42][CH2:43][O:44][CH3:45])=[O:40])[CH2:30][CH2:31]2)=[O:23])=[N:4][CH:5]=[CH:6][C:7]=1[S:8][C:9]1[S:13][C:12]([NH:14][C:15]2[CH:20]=[C:19]([CH3:21])[CH:18]=[CH:17][N:16]=2)=[N:11][CH:10]=1. Procedure: Following the procedure given for example 81, 3-fluoro-4-(2-(4-methylpyridin-2-ylamino)thiazol-5-ylthio)-N-((4-phenylpiperidin-4-yl)methyl)picolinamide (compound example 11) was reacted with 2-methoxyethyl chloroformate to give the title compound. LC/MS (M+H)+: 637. Ret. time: 1.91 min. (Condition I); analytical HPLC Ret. time: 8.66 min (Condition H).